From a dataset of the Open Reaction Database (ORD), a public repository of structured organic reaction records. describe an organic reaction: reactants, conditions, products, and yield Starting materials: COC1=CC=C(NC=2SC3=C(C(N2)=O)C=CC=N3)C=C1 (2-(4-methoxyanilino)-4H-pyrido[3,2-e]-1,3-thiazin-4-one), [H-].[Li+] (lithium hydride), C(C1=CC=CC=C1)Br (benzyl bromide). Product: C(C1=CC=CC=C1)N1C(SC2=C(C1=O)C=CC=N2)=NC2=CC=C(C=C2)OC (3-benzyl-2-[(4-methoxyphenyl)imino]-2,3-dihydro-4H-pyrido[3,2-e]-1,3-thiazin-4-one). Reaction SMILES: [CH3:1][O:2][C:3]1[CH:20]=[CH:19][C:6]([NH:7][C:8]2[S:9][C:10]3[N:18]=[CH:17][CH:16]=[CH:15][C:11]=3[C:12](=[O:14])[N:13]=2)=[CH:5][CH:4]=1.[H-].[Li+].[CH2:23](Br)[C:24]1[CH:29]=[CH:28][CH:27]=[CH:26][CH:25]=1>>[CH2:23]([N:13]1[C:12](=[O:14])[C:11]2[CH:15]=[CH:16][CH:17]=[N:18][C:10]=2[S:9][C:8]1=[N:7][C:6]1[CH:19]=[CH:20][C:3]([O:2][CH3:1])=[CH:4][CH:5]=1)[C:24]1[CH:29]=[CH:28][CH:27]=[CH:26][CH:25]=1 |f:1.2|. Procedure details: The reaction procedure of Example 11 was followed except that 428 mg of 2-(4-methoxyanilino)-4H-pyrido[3,2-e]-1,3-thiazin-4-one, 14 mg of lithium hydride and 0.18 ml of benzyl bromide were used. As a result, 295 mg of 3-benzyl-2-[(4-methoxyphenyl)imino]-2,3-dihydro-4H-pyrido[3,2-e]-1,3-thiazin-4-one was obtained as a low polarity substance, and 174 mg of 2-[N-benzyl-N-(4-methoxyphenyl)amino]-4H-pyrido[3,2-e]-1,3-thiazin-4-one was obtained as a high polarity substance. The reactants are COC(=O)C1CCC(C(=O)N(C)CCN(C)C)CC1, CO, Cl, [Na+], [OH-]. Product: CN(C)CCN(C)C(=O)C1CCC(C(=O)O)CC1. As a reaction SMILES: [CH3:1][N:2]([CH2:3][CH2:4][N:5]([C:6](=[O:7])[CH:8]1[CH2:9][CH2:10][CH:11]([C:14](=[O:15])[O:16][CH3:17])[CH2:12][CH2:13]1)[CH3:18])[CH3:19].[CH3:23][OH:24].[ClH:22].[Na+:21].[OH-:20]>>[CH3:1][N:2]([CH2:3][CH2:4][N:5]([C:6](=[O:7])[CH:8]1[CH2:9][CH2:10][CH:11]([C:14](=[O:15])[OH:16])[CH2:12][CH2:13]1)[CH3:18])[CH3:19]. As a reaction SMILES: [C:1]([Si:5]1([C:13]([CH3:16])([CH3:15])[CH3:14])[O:10][CH2:9][CH:8]([CH2:11]O)[CH2:7][O:6]1)([CH3:4])([CH3:3])[CH3:2].N1C=CC=CC=1.C(Br)(Br)(Br)[Br:24].C1(P(C2C=CC=CC=2)C2C=CC=CC=2)C=CC=CC=1>ClCCl>[Br:24][CH2:11][CH:8]1[CH2:9][O:10][Si:5]([C:13]([CH3:16])([CH3:15])[CH3:14])([C:1]([CH3:4])([CH3:3])[CH3:2])[O:6][CH2:7]1. Isolated yield 84.1%. Run in ClCCl (dichloromethane). Reaction conditions: temperature -10 celsius, time 2 hour. Reactants: C1(=CC=CC=C1)P(C1=CC=CC=C1)C1=CC=CC=C1 (Triphenylphosphine), C(C)(C)(C)[Si]1(OCC(CO1)CO)C(C)(C)C ((2,2-Di-tert-butyl-[1,3,2]dioxasilinan-5-yl)-methanol), C(Br)(Br)(Br)Br (carbon tetrabromide), N1=CC=CC=C1 (Pyridine). Product: BrCC1CO[Si](OC1)(C(C)(C)C)C(C)(C)C (5-Bromomethyl-2,2-di-tert-butyl-[1,3,2]dioxasilinan). Reported procedure: Compound 19n (123 mg, 0.5 mmol) was dissolved in dichloromethane (10 mL) and cooled to −10° C. with an ethanol-ice bath. Pyridine (1 mL) was added followed by carbon tetrabromide (220 mg, 0.66 mmol). Triphenylphosphine (174 mg, 0.66 mmol) was added in portions and the solution was stirred at −10° C. for 2 hr then raised to room temperature overnight. Solvent was removed under reduced pressure and residue was applied for silica gel column chromatography (10% ethyl acetate in hexane) to afford com... Starting materials: [Al+3], [H-], [H-], [H-], [H-], [Li+], COc1ccc(NC(=O)c2ccccc2N)cc1F, C1COCCO1. Yields the product COc1ccc(NCc2ccccc2N)cc1F. RXN SMILES: [Al+3:2].[H-:1].[H-:4].[H-:5].[H-:6].[Li+:3].[NH2:7][c:8]1[c:9]([C:10](=[O:11])[NH:12][c:13]2[cH:14][c:15]([F:21])[c:16]([O:19][CH3:20])[cH:17][cH:18]2)[cH:22][cH:23][cH:24][cH:25]1.[O:26]1[CH2:27][CH2:28][O:29][CH2:30][CH2:31]1>>[NH2:7][c:8]1[c:9]([CH2:10][NH:12][c:13]2[cH:14][c:15]([F:21])[c:16]([O:19][CH3:20])[cH:17][cH:18]2)[cH:22][cH:23][cH:24][cH:25]1. Starting materials: O=C([O-])[O-], CC1(C)OB(c2ccc(N)cc2)OC1(C)C, CC#N, ClCCN1CCCCC1, [I-], [K+], [K+], [K+]. Yields the product CC1(C)OB(c2ccc(NCCN3CCCCC3)cc2)OC1(C)C. As a reaction SMILES: [C:19](=[O:20])([O-:21])[O-:22].[CH3:1][C:2]1([CH3:16])[O:3][B:4]([c:9]2[cH:10][cH:11][c:12]([NH2:15])[cH:13][cH:14]2)[O:5][C:6]1([CH3:7])[CH3:8].[CH3:34][C:35]#[N:36].[Cl:25][CH2:26][CH2:27][N:28]1[CH2:29][CH2:30][CH2:31][CH2:32][CH2:33]1.[I-:18].[K+:17].[K+:23].[K+:24]>>[CH3:1][C:2]1([CH3:16])[O:3][B:4]([c:9]2[cH:10][cH:11][c:12]([NH:15][CH2:26][CH2:27][N:28]3[CH2:29][CH2:30][CH2:31][CH2:32][CH2:33]3)[cH:13][cH:14]2)[O:5][C:6]1([CH3:7])[CH3:8]. Reactants: C1OC(C)([C@H]2CC[C@H]3[C@@H]4CC[C@H]5C[C@@H](CC[C@]5(C)[C@H]4C(C[C@]23C)=O)O)OC1 (20,20-ethylenedioxy-3α-hydroxy-5α-pregnan-11-one), C(C)(=O)O (acetic acid), C(C)(=O)O (acetic acid). Run in C(Cl)(Cl)Cl (chloroform). Reaction conditions: time 18 hour. Product: O[C@H]1C[C@@H]2CC[C@H]3[C@@H]4CC[C@H](C(C)=O)[C@]4(C[C@H]([C@@H]3[C@]2(CC1)C)O)C (3α,11α-Dihydroxy-5α-pregnan-20-one). Isolated yield 51.5%. As a reaction SMILES: C1CO[C:3]([C@@H:5]2[C@:22]3([CH3:23])[C@H:8]([C@H:9]4[C@H:19]([C:20](=[O:24])[CH2:21]3)[C@:17]3([CH3:18])[C@H:12]([CH2:13][C@H:14]([OH:25])[CH2:15][CH2:16]3)[CH2:11][CH2:10]4)[CH2:7][CH2:6]2)([CH3:4])[O:2]1.C(O)(=O)C>C(Cl)(Cl)Cl>[OH:25][C@@H:14]1[CH2:15][CH2:16][C@@:17]2([CH3:18])[C@@H:12]([CH2:11][CH2:10][C@@H:9]3[C@@H:19]2[C@H:20]([OH:24])[CH2:21][C@@:22]2([CH3:23])[C@H:8]3[CH2:7][CH2:6][C@@H:5]2[C:3](=[O:2])[CH3:4])[CH2:13]1. Procedure details: A solution of 20,20-ethylenedioxy-3α-hydroxy-5α-pregnan-11-one (350 mg.) in mthanol (20 ml.) was treated with 25% aqueous acetic acid (2 ml.) at room temperature. After 18 hr. more 25 % aqueous acetic acid (2 ml.) was added and after a further 27 hr. the mixture was diluted with chloroform, washed with water, dried (Na2SO4) and evaporated to leave a white foam (300 mg.). Crystallisation from acetone and petroleum ether (b.p. 60°-80°) gave the title compound (160 mg.) as off-white rods; m.p. 152°...